From a dataset of the Open Reaction Database (ORD), a public repository of structured organic reaction records. describe an organic reaction: reactants, conditions, products, and yield Starting materials: C(CCCCCCCCCCCCC)OC=1C=C(C=CC1OCCCCCCCCCCCCCC)[N+](=O)[O-] (3,4-bis(tetradecyloxy)nitrobenzene), [H][H] (hydrogen). The reagents and catalysts are [Pd] (palladium on carbon). Run in C1CCOC1 (THF), C(C)(=O)OCC (ethyl acetate). Product: C(CCCCCCCCCCCCC)OC=1C=C(C=CC1OCCCCCCCCCCCCCC)N (3,4-bis(tetradecyloxy)benzenamine). Yield: 87.7%. RXN SMILES: [CH2:1]([O:15][C:16]1[CH:17]=[C:18]([N+:37]([O-])=O)[CH:19]=[CH:20][C:21]=1[O:22][CH2:23][CH2:24][CH2:25][CH2:26][CH2:27][CH2:28][CH2:29][CH2:30][CH2:31][CH2:32][CH2:33][CH2:34][CH2:35][CH3:36])[CH2:2][CH2:3][CH2:4][CH2:5][CH2:6][CH2:7][CH2:8][CH2:9][CH2:10][CH2:11][CH2:12][CH2:13][CH3:14].[H][H]>[Pd].C1COCC1.C(OCC)(=O)C>[CH2:1]([O:15][C:16]1[CH:17]=[C:18]([NH2:37])[CH:19]=[CH:20][C:21]=1[O:22][CH2:23][CH2:24][CH2:25][CH2:26][CH2:27][CH2:28][CH2:29][CH2:30][CH2:31][CH2:32][CH2:33][CH2:34][CH2:35][CH3:36])[CH2:2][CH2:3][CH2:4][CH2:5][CH2:6][CH2:7][CH2:8][CH2:9][CH2:10][CH2:11][CH2:12][CH2:13][CH3:14]. Procedure details: A mixture of 3.5 g of 3,4-bis(tetradecyloxy)nitrobenzene and 0.5 g of 10% palladium on carbon in 80 ml of THF and 40 ml of ethyl acetate was stirred in a hydrogen atmosphere for 4 hours when uptake ceased. The catalyst was removed by filtration and the filtrate was concentrated at reduced pressure to a solid which was recrystallized from ethyl acetate-hexane to give 2.9 g (88% yield, mp 55°-58°) of 3,4-bis(tetradecyloxy)benzenamine. The reactants are O=C(c1ncc[nH]1)c1ncc[nH]1, C1CCOC1, CCC(CN)c1cccc(OC)c1, O=C(O)Cc1c(Cl)cncc1Cl. Yields the product CCC(CNC(=O)Cc1c(Cl)cncc1Cl)c1cccc(OC)c1. RXN SMILES: [C:13]([c:14]1[nH:15][cH:16][cH:17][n:18]1)([c:19]1[nH:20][cH:21][cH:22][n:23]1)=[O:24].[CH2:38]1[O:39][CH2:40][CH2:41][CH2:42]1.[CH3:25][O:26][c:27]1[cH:28][c:29]([CH:33]([CH2:34][NH2:35])[CH2:36][CH3:37])[cH:30][cH:31][cH:32]1.[Cl:1][c:2]1[cH:3][n:4][cH:5][c:6]([Cl:12])[c:7]1[CH2:8][C:9](=[O:10])[OH:11]>>[Cl:1][c:2]1[cH:3][n:4][cH:5][c:6]([Cl:12])[c:7]1[CH2:8][C:9](=[O:11])[NH:35][CH2:34][CH:33]([c:29]1[cH:28][c:27]([O:26][CH3:25])[cH:32][cH:31][cH:30]1)[CH2:36][CH3:37]. Product: CCCS(=O)(=O)Nc1ccc(Cl)c(C(=O)Nc2cnc3[nH]ccc3c2)c1Cl. Reactants: CCN=C=NCCCN(C)C, CN(C)C=O, CCOC(C)=O, CCCS(=O)(=O)Nc1ccc(Cl)c(C(=O)O)c1Cl, Cl, On1nnc2ccccc21, Nc1cnc2[nH]ccc2c1. As a reaction SMILES: [CH3:30][N:31]([CH3:32])[CH2:33][CH2:34][CH2:35][N:36]=[C:37]=[N:38][CH2:39][CH3:40].[CH3:51][N:52]([CH3:53])[CH:54]=[O:55].[CH3:56][CH2:57][O:58][C:59](=[O:60])[CH3:61].[Cl:11][c:12]1[c:13]([C:14](=[O:15])[OH:16])[c:17]([Cl:28])[cH:18][cH:19][c:20]1[NH:21][S:22](=[O:23])(=[O:24])[CH2:25][CH2:26][CH3:27].[ClH:29].[OH:41][n:42]1[c:43]2[cH:44][cH:45][cH:46][cH:47][c:48]2[n:49][n:50]1.[nH:1]1[cH:2][cH:3][c:4]2[c:5]1[n:6][cH:7][c:8]([NH2:10])[cH:9]2>>[nH:1]1[cH:2][cH:3][c:4]2[c:5]1[n:6][cH:7][c:8]([NH:10][C:14]([c:13]1[c:12]([Cl:11])[c:20]([NH:21][S:22](=[O:23])(=[O:24])[CH2:25][CH2:26][CH3:27])[cH:19][cH:18][c:17]1[Cl:28])=[O:15])[cH:9]2.